This data is from the Open Reaction Database (ORD), a public repository of structured organic reaction records. The task is: describe an organic reaction: reactants, conditions, products, and yield Reactants: C(C)(C)(C)OC(=O)N1CCC(CC1)CCOC1=NC(=NC(=C1C(=O)O)NCC1CCC2(CCC2)CC1)C#N (4[2-(1-tert-butoxycarbonylpiperidin-4-yl)ethoxy]-2-cyano-6-[(spiro[3.5]non-7-ylmethyl)amino]pyrimidine-5-carboxylic acid), CN (methyl amine), CCN=C=NCCCN(C)C.Cl (EDCI HCl). The solvent is CN(C)C=O (DMF). Reaction conditions: time 1 hour. Product: C(C)(C)(C)OC(=O)N1CCC(CC1)CCOC1=NC(=NC(=C1C(NC)=O)NCC1CCC2(CCC2)CC1)C#N (4-(2-{2-cyano-5-methylcarbamoyl-6-[(spiro[3.5]non-7-ylmethyl)amino]-pyrimidin-4-yloxy}ethyl)piperidine-1-carboxylic acid tert-butyl ester). Reaction SMILES: [C:1]([O:5][C:6]([N:8]1[CH2:13][CH2:12][CH:11]([CH2:14][CH2:15][O:16][C:17]2[C:22]([C:23]([OH:25])=O)=[C:21]([NH:26][CH2:27][CH:28]3[CH2:36][CH2:35][C:31]4([CH2:34][CH2:33][CH2:32]4)[CH2:30][CH2:29]3)[N:20]=[C:19]([C:37]#[N:38])[N:18]=2)[CH2:10][CH2:9]1)=[O:7])([CH3:4])([CH3:3])[CH3:2].CN.C[CH2:42][N:43]=C=NCCCN(C)C.Cl>CN(C=O)C>[C:1]([O:5][C:6]([N:8]1[CH2:13][CH2:12][CH:11]([CH2:14][CH2:15][O:16][C:17]2[C:22]([C:23](=[O:25])[NH:43][CH3:42])=[C:21]([NH:26][CH2:27][CH:28]3[CH2:36][CH2:35][C:31]4([CH2:32][CH2:33][CH2:34]4)[CH2:30][CH2:29]3)[N:20]=[C:19]([C:37]#[N:38])[N:18]=2)[CH2:10][CH2:9]1)=[O:7])([CH3:3])([CH3:2])[CH3:4] |f:2.3|. Procedure: To a solution of 4[2-(1-tert-butoxycarbonylpiperidin-4-yl)ethoxy]-2-cyano-6-[(spiro[3.5]non-7-ylmethyl)amino]pyrimidine-5-carboxylic acid (0.23 mmol, step 75.4) and 2 M methyl amine solution (0.30 mmol) in DMF (1 mL) are added EDCI-HCl (0.34 mmol) and HoAt (0.34 mmol) at 0° C. The reaction mixture is stirred at room temperature for 1 h. After dilution with AcOEt, the mixture is washed with H2O and brine. The organic layer is dried over MgSO4, filtered, and concentrated. The residue is purified b... Starting materials: COc1ccc(S(=O)(=O)Cl)cc1OC, CCOC(C)=O, COc1cccc(C(O)c2cc(Cl)ccc2N)c1, c1ccncc1. The product is COc1cccc(C(O)c2cc(Cl)ccc2NS(=O)(=O)c2ccc(OC)c(OC)c2)c1. Reaction SMILES: [CH3:19][O:20][c:21]1[cH:22][c:23]([S:29](=[O:30])(=[O:31])[Cl:32])[cH:24][cH:25][c:26]1[O:27][CH3:28].[CH3:39][CH2:40][O:41][C:42](=[O:43])[CH3:44].[NH2:1][c:2]1[c:3]([CH:9]([OH:10])[c:11]2[cH:12][c:13]([O:17][CH3:18])[cH:14][cH:15][cH:16]2)[cH:4][c:5]([Cl:8])[cH:6][cH:7]1.[cH:33]1[cH:34][cH:35][n:36][cH:37][cH:38]1>>[NH:1]([c:2]1[c:3]([CH:9]([OH:10])[c:11]2[cH:12][c:13]([O:17][CH3:18])[cH:14][cH:15][cH:16]2)[cH:4][c:5]([Cl:8])[cH:6][cH:7]1)[S:29]([c:23]1[cH:22][c:21]([O:20][CH3:19])[c:26]([O:27][CH3:28])[cH:25][cH:24]1)(=[O:30])=[O:31].